Dataset: the Open Reaction Database (ORD), a public repository of structured organic reaction records. Task: describe an organic reaction: reactants, conditions, products, and yield Starting materials: ClC(Cl)(Cl)Cl, ClCCl, c1ccc(P(c2ccccc2)c2ccccc2)cc1, OCC1(c2ccccc2)CC1COCc1ccccc1. Product: ClCC1(c2ccccc2)CC1COCc1ccccc1. As a reaction SMILES: [C:20]([Cl:21])([Cl:22])([Cl:23])[Cl:24].[Cl:45][CH2:46][Cl:47].[c:1]1([P:2]([c:3]2[cH:4][cH:5][cH:6][cH:7][cH:8]2)[c:9]2[cH:10][cH:11][cH:12][cH:13][cH:14]2)[cH:15][cH:16][cH:17][cH:18][cH:19]1.[c:25]1([C:31]2([CH2:43][OH:44])[CH:32]([CH2:34][O:35][CH2:36][c:37]3[cH:38][cH:39][cH:40][cH:41][cH:42]3)[CH2:33]2)[cH:26][cH:27][cH:28][cH:29][cH:30]1>>[CH2:20]([Cl:24])[C:31]1([c:25]2[cH:26][cH:27][cH:28][cH:29][cH:30]2)[CH:32]([CH2:34][O:35][CH2:36][c:37]2[cH:38][cH:39][cH:40][cH:41][cH:42]2)[CH2:33]1.